This data is from the Open Reaction Database (ORD), a public repository of structured organic reaction records. The task is: describe an organic reaction: reactants, conditions, products, and yield Reactants: C(C)(C)(C)OC(=O)NNC(=O)C=1C=CC(=C(C1)C1=CC=C(C=C1)C(=O)NCC1CC1)C (5′-[2-t-Butoxycarbonyl(hydrazinocarbonyl)]-N-(cyclopropylmethyl)-2′-methyl-1,1′-biphenyl-4-carboxamide). Solvent: FC(C(=O)O)(F)F (trifluoroacetic acid). Reaction conditions: time 3.5 hour. Yields the product C1(CC1)CNC(=O)C1=CC=C(C=C1)C1=C(C=CC(=C1)C(=O)NN)C (N-(cyclopropylmethyl)-5′-(hydrazinocarbonyl)-2′-methyl-1,1′-biphenyl-4-carboxamide). Isolated yield 61.3%. RXN SMILES: C(OC([NH:8][NH:9][C:10]([C:12]1[CH:13]=[CH:14][C:15]([CH3:31])=[C:16]([C:18]2[CH:23]=[CH:22][C:21]([C:24]([NH:26][CH2:27][CH:28]3[CH2:30][CH2:29]3)=[O:25])=[CH:20][CH:19]=2)[CH:17]=1)=[O:11])=O)(C)(C)C>FC(F)(F)C(O)=O>[CH:28]1([CH2:27][NH:26][C:24]([C:21]2[CH:20]=[CH:19][C:18]([C:16]3[CH:17]=[C:12]([C:10]([NH:9][NH2:8])=[O:11])[CH:13]=[CH:14][C:15]=3[CH3:31])=[CH:23][CH:22]=2)=[O:25])[CH2:30][CH2:29]1. Procedure: 5′-[2-t-Butoxycarbonyl(hydrazinocarbonyl)]-N-(cyclopropylmethyl)-2′-methyl-1,1′-biphenyl-4-carboxamide (450 mg, 1.06 mmol) was dissolved in trifluoroacetic acid (4 ml) and stirred at room temperature for 3.5 h. The trifluoroacetic acid was evaporated under vacuum and the residue was partitioned between DCM and aqueous sodium bicarbonate. The organic phase and any precipitate produced were separated, washed with brine and concentrated under vacuum to give N-(cyclopropylmethyl)-5′-(hydrazinocarbon... Reactants: [N+](=O)([O-])C1=CC=C2C(C(N(C(C2=C1)=O)C)=O)(C)C (7-Nitro-2,4,4-trimethyl-4H-isoquinoline-1,3-dione). The reagents and catalysts are [Pd] (Pd/C). Run in CO (methanol), ClCCl (dichloromethane). Yields the product NC1=CC=C2C(C(N(C(C2=C1)=O)C)=O)(C)C (7-Amino-2,4,4,-trimethyl-4H-isoquinoline-1,3-dione). Isolated yield 100.8%. As a reaction SMILES: [N+:1]([C:4]1[CH:13]=[C:12]2[C:7]([C:8]([CH3:18])([CH3:17])[C:9](=[O:16])[N:10]([CH3:15])[C:11]2=[O:14])=[CH:6][CH:5]=1)([O-])=O>CO.ClCCl.[Pd]>[NH2:1][C:4]1[CH:13]=[C:12]2[C:7]([C:8]([CH3:18])([CH3:17])[C:9](=[O:16])[N:10]([CH3:15])[C:11]2=[O:14])=[CH:6][CH:5]=1. Procedure details: 7-Nitro-2,4,4-trimethyl-4H-isoquinoline-1,3-dione (45 g, 20 mmol) was dissolved in a methanol (500 ml)/dichloromethane (100 ml) mixture and treated with 10% Pd/C (0.5 g). The reaction mixture was hydrogenated for 2 h before removal of the palladium catalyst by filtration through Celite. The filtrate was evaporated to dryness in vacuo to give the title compound (4.4 g, quant).